This data is from the Open Reaction Database (ORD), a public repository of structured organic reaction records. The task is: describe an organic reaction: reactants, conditions, products, and yield Starting materials: CN(C1=CC=CC=C1)C (N,N-dimethylaniline), C(CCCC)(=O)Cl (pentanoyl chloride), NC(COC(C)=O)(COC(C)=O)CCCCCCCCCCCCCCCCCC (2-Amino-1,3-diacetoxy-2-octadecylpropane). Run in C(C)(=O)OCC (ethyl acetate), CCOCC (ether). Reaction conditions: time 6 hour. The product is C(C)(=O)OCC(COC(C)=O)(NC(CCCC)=O)CCCCCCCCCCCCCCCCCC (1,3-diacetoxy-2-octadecyl-2-(N-pentanoylamino)propane). RXN SMILES: [NH2:1][C:2]([CH2:13][CH2:14][CH2:15][CH2:16][CH2:17][CH2:18][CH2:19][CH2:20][CH2:21][CH2:22][CH2:23][CH2:24][CH2:25][CH2:26][CH2:27][CH2:28][CH2:29][CH3:30])([CH2:8][O:9][C:10](=[O:12])[CH3:11])[CH2:3][O:4][C:5](=[O:7])[CH3:6].CN(C)C1C=CC=CC=1.[C:40](Cl)(=[O:45])[CH2:41][CH2:42][CH2:43][CH3:44]>CCOCC.C(OCC)(=O)C>[C:5]([O:4][CH2:3][C:2]([CH2:13][CH2:14][CH2:15][CH2:16][CH2:17][CH2:18][CH2:19][CH2:20][CH2:21][CH2:22][CH2:23][CH2:24][CH2:25][CH2:26][CH2:27][CH2:28][CH2:29][CH3:30])([NH:1][C:40](=[O:45])[CH2:41][CH2:42][CH2:43][CH3:44])[CH2:8][O:9][C:10](=[O:12])[CH3:11])(=[O:7])[CH3:6]. Procedure details: 2-Amino-1,3-diacetoxy-2-octadecylpropane (1.0 g) was dissolved in 50 ml of dry ether and 425 mg of N,N-dimethylaniline and 500 mg of pentanoyl chloride were added thereto. The mixture was stirred at room temperature under a nitrogen atmosphere for 6 hours. The reaction mixture was diluted with ethyl acetate and washed with 1N hydrochloric acid, a saturated aqueous sodium hydrogencarbonate solution and a saturated aqueous sodium chloride solution. The organic layer was dehydrated and the resultan... The reactants are CCO, O=C1Nc2ccc(Cl)cc2C1=O, NN, O. Reaction SMILES: [CH3:16][CH2:17][OH:18].[Cl:1][c:2]1[cH:3][c:4]2[c:8]([cH:9][cH:10]1)[NH:7][C:6](=[O:11])[C:5]2=[O:12].[NH2:14][NH2:15].[OH2:13]>>[Cl:1][c:2]1[cH:3][c:4]2[c:8]([cH:9][cH:10]1)[NH:7][C:6](=[O:11])[C:5]2=[N:14][NH2:15]. The product is NN=C1C(=O)Nc2ccc(Cl)cc21. Procedure: 3-Chloropropionaldehyde diethyl acetal (LXII, 30.66 g, 0.184 mol) is added to an ice-cooled solution of phenethyl alcohol (XLV, 20.44 g, 0.167 mol) in nitromethane (50 ml) is added and methanesulfonic acid (1.61 g, 0.0167 mol). After 30 min the ice bath is removed and the mixture is allowed to stir overnight. The mixture is then warmed in a water bath at approximately 40-50° under reduced pressure for 10-20 min (no appreciable removal of nitromethane occurs but there is some further reaction obs... RXN SMILES: [CH2:1]([O:3][CH:4]([O:8][CH2:9][CH3:10])[CH2:5][CH2:6][Cl:7])[CH3:2].C(O)C[C:13]1[CH:18]=[CH:17][CH:16]=[CH:15][CH:14]=1.CS(O)(=O)=O>[N+](C)([O-])=O>[Cl:7][CH2:6][CH2:5][CH:4]([O:8][CH2:9][CH3:10])[O:3][CH2:1][CH2:2][C:13]1[CH:18]=[CH:17][CH:16]=[CH:15][CH:14]=1. Yields the product ClCCC(OCCC1=CC=CC=C1)OCC ([(3-Chloro-1-ethoxypropoxy)ethyl]benzene). Starting materials: CS(=O)(=O)O (methanesulfonic acid), C(C)OC(CCCl)OCC (3-Chloropropionaldehyde diethyl acetal), ice, C(CC1=CC=CC=C1)O (phenethyl alcohol). Reaction conditions: time 8 hour. Solvent: [N+](=O)([O-])C (nitromethane). Starting materials: O (water), FC=1C=CC=C2C=C(C(=NC12)C)O (8-fluoro-3-hydroxy-2-methylquinoline), ClC=1C(=NC=CC1)C#N (3-chloro-2-cyanopyridine), C([O-])([O-])=O.[K+].[K+] (potassium carbonate). Solvent: C(C)(=O)OCC (ethyl acetate), CN1C(CCC1)=O (N-methylpyrrolidone). Reaction conditions: temperature 130 celsius, time 3 hour. The product is C(#N)C1=NC=CC=C1OC=1C(=NC2=C(C=CC=C2C1)F)C (3-(2-cyano-pyridin-3-yloxy)-8-fluoro-2-methylquinoline). The yield is 83.3%. As a reaction SMILES: [F:1][C:2]1[CH:3]=[CH:4][CH:5]=[C:6]2[C:11]=1[N:10]=[C:9]([CH3:12])[C:8]([OH:13])=[CH:7]2.Cl[C:15]1[C:16]([C:21]#[N:22])=[N:17][CH:18]=[CH:19][CH:20]=1.C(=O)([O-])[O-].[K+].[K+].O>CN1CCCC1=O.C(OCC)(=O)C>[C:21]([C:16]1[C:15]([O:13][C:8]2[C:9]([CH3:12])=[N:10][C:11]3[C:6]([CH:7]=2)=[CH:5][CH:4]=[CH:3][C:2]=3[F:1])=[CH:20][CH:19]=[CH:18][N:17]=1)#[N:22] |f:2.3.4|. Procedure details: 4.9 g of 8-fluoro-3-hydroxy-2-methylquinoline, 3.2 g of 3-chloro-2-cyanopyridine and 3.8 g of potassium carbonate were dissolved in 20 ml of N-methylpyrrolidone followed by stirring for 3 hours at 130° C. Subsequently, the reaction solution was cooled to room temperature followed by addition of water and extraction with ethyl acetate. The extract was washed with saturated saline and dried with magnesium sulfate followed by distilling off the solvent under reduced pressure. The resulting residue ... The reactants are BrCCCN(S(=O)(=O)C1=CC(=C(C(=C1)F)CSC=1N(C(=CN1)C(C)(C)C1=CC(=C(C=C1)Cl)OC)C1=CC=C(C=C1)F)F)[C@@H](C(=O)OC)C ((R)-methyl 2-(N-(3-bromopropyl)-4-((5-(2-(4-chloro-3-methoxyphenyl)propan-2-yl)-1-(4-fluorophenyl)-1H-imidazol-2-ylthio)methyl)-3,5-difluorophenylsulfonamido)propanoate), C1CN2CCN1CC2 (DABCO). Run in CC#N (MeCN). Conditions: temperature 60 celsius. Product: [Br-].ClC1=C(C=C(C=C1)C(C)(C)C1=CN=C(N1C1=CC=C(C=C1)F)SCC1=C(C=C(C=C1F)S(=O)(=O)N([C@@H](C(=O)OC)C)CCC[N+]12CCN(CC1)CC2)F)OC ((R)-1-(3-(4-((5-(2-(4-chloro-3-methoxyphenyl)propan-2-yl)-1-(4-fluorophenyl)-1H-imidazol-2-ylthio)methyl)-3,5-difluoro-N-(1-methoxy-1-oxopropan-2-yl)phenylsulfonamido)propyl)-4-aza-1-azoniabicyclo[2.2.2]octane bromide). Yield: 0.1%. As a reaction SMILES: [Br:1][CH2:2][CH2:3][CH2:4][N:5]([C@H:43]([CH3:48])[C:44]([O:46][CH3:47])=[O:45])[S:6]([C:9]1[CH:14]=[C:13]([F:15])[C:12]([CH2:16][S:17][C:18]2[N:19]([C:35]3[CH:40]=[CH:39][C:38]([F:41])=[CH:37][CH:36]=3)[C:20]([C:23]([C:26]3[CH:31]=[CH:30][C:29]([Cl:32])=[C:28]([O:33][CH3:34])[CH:27]=3)([CH3:25])[CH3:24])=[CH:21][N:22]=2)=[C:11]([F:42])[CH:10]=1)(=[O:8])=[O:7].[CH2:49]1[N:54]2[CH2:55][CH2:56][N:51]([CH2:52][CH2:53]2)[CH2:50]1>CC#N>[Br-:1].[Cl:32][C:29]1[CH:30]=[CH:31][C:26]([C:23]([C:20]2[N:19]([C:35]3[CH:40]=[CH:39][C:38]([F:41])=[CH:37][CH:36]=3)[C:18]([S:17][CH2:16][C:12]3[C:13]([F:15])=[CH:14][C:9]([S:6]([N:5]([CH2:4][CH2:3][CH2:2][N+:51]45[CH2:56][CH2:55][N:54]([CH2:53][CH2:52]4)[CH2:49][CH2:50]5)[C@H:43]([CH3:48])[C:44]([O:46][CH3:47])=[O:45])(=[O:8])=[O:7])=[CH:10][C:11]=3[F:42])=[N:22][CH:21]=2)([CH3:25])[CH3:24])=[CH:27][C:28]=1[O:33][CH3:34] |f:3.4|. Reported procedure: To a solution of (R)-methyl 2-(N-(3-bromopropyl)-4-((5-(2-(4-chloro-3-methoxyphenyl)propan-2-yl)-1-(4-fluorophenyl)-1H-imidazol-2-ylthio)methyl)-3,5-difluorophenylsulfonamido)propanoate (110 mg, 0.14 mol) in MeCN (3 mL) was added DABCO (20 mg, 0.18 mol.). The reaction flask was heated at 60° C. for 3 h. The reaction mixture was cooled to room temperature and concentrated under reduced pressure. Recrystallization of the residue from DCM/Et2O (1:5) gave (R)-1-(3-(4-((5-(2-(4-chloro-3-methoxyphenyl... As a reaction SMILES: C([O:4][CH2:5][C:6]1[C:32]([F:33])=[C:31]([NH2:34])[C:9]2[C:10](=[O:30])[CH:11]=[C:12]([C:14]3[CH:19]=[CH:18][C:17]([NH:20][C:21](=[O:28])[CH2:22][CH2:23][CH2:24][N:25]([CH3:27])[CH3:26])=[C:16]([F:29])[CH:15]=3)[O:13][C:8]=2[C:7]=1[F:35])(=O)C.[OH-].[Na+].O>CO>[NH2:34][C:31]1[C:9]2[C:10](=[O:30])[CH:11]=[C:12]([C:14]3[CH:19]=[CH:18][C:17]([NH:20][C:21](=[O:28])[CH2:22][CH2:23][CH2:24][N:25]([CH3:26])[CH3:27])=[C:16]([F:29])[CH:15]=3)[O:13][C:8]=2[C:7]([F:35])=[C:6]([CH2:5][OH:4])[C:32]=1[F:33] |f:1.2|. The solvent is CO (methanol). Yield: 90.0%. Product: NC1=C(C(=C(C2=C1C(C=C(O2)C2=CC(=C(C=C2)NC(CCCN(C)C)=O)F)=O)F)CO)F (5-amino-6,8-difluoro-2-[4-[[4-(dimethylamino)butyryl]amino]-3-fluorophenyl]-7-(hydroxymethyl)-4H-1-benzopyran-4-one). The reactants are [OH-].[Na+] (sodium hydroxide), C(C)(=O)OCC1=C(C2=C(C(C=C(O2)C2=CC(=C(C=C2)NC(CCCN(C)C)=O)F)=O)C(=C1F)N)F (7-(acetoxymethyl)-5-amino-6,8-difluoro-2-[4-[[4-(dimethylamino)butyryl]amino]-3-fluorophenyl]-4H-1-benzopyran-4-one), O (Water). Procedure details: To a suspension of 1j (363 mg, 0.739 mmol) in methanol (36 mL) was added 1 mol/L sodium hydroxide (4 mL), and the mixture was stirred at room temperature for 20 minutes. Water was added thereto and the crystals precipitated were collected by filtration. Purification by silica gel column chromatography gave a free base of 1k (299 mg, 69%), which was converted into a hydrochloride. Run at time 20 minute. The reactants are OC=C1C(NC2=CC(=CC=C12)SC=1C=C(C(=O)NC)C=CC1)=O (3-(3-hydroxymethylene-2-oxo-2,3-dihydro-1H-indol-6-ylsulfanyl)-N-methyl-benzamide), CN1CCN(CC1)C1=CC=C(C=C1)N (4-(4-methyl-piperazin-1-yl)-phenylamine). Solvent: C1CCOC1 (THF). Conditions: temperature 68 celsius, time 24 hour. Yields the product CNC(C1=CC(=CC=C1)SC1=CC=C2C(C(NC2=C1)=O)=CNC1=CC=C(C=C1)N1CCN(CC1)C)=O (N-Methyl-3-(3-{[4-(4-methyl-piperazin-1-yl)-phenylamino]-methylene}-2-oxo-2,3-dihydro-1H-indol-6-ylsulfanyl)-benzamide). Yield: 39.0%. RXN SMILES: O[CH:2]=[C:3]1[C:11]2[C:6](=[CH:7][C:8]([S:12][C:13]3[CH:14]=[C:15]([CH:20]=[CH:21][CH:22]=3)[C:16]([NH:18][CH3:19])=[O:17])=[CH:9][CH:10]=2)[NH:5][C:4]1=[O:23].[CH3:24][N:25]1[CH2:30][CH2:29][N:28]([C:31]2[CH:36]=[CH:35][C:34]([NH2:37])=[CH:33][CH:32]=2)[CH2:27][CH2:26]1>C1COCC1>[CH3:19][NH:18][C:16](=[O:17])[C:15]1[CH:20]=[CH:21][CH:22]=[C:13]([S:12][C:8]2[CH:7]=[C:6]3[C:11]([C:3](=[CH:2][NH:37][C:34]4[CH:33]=[CH:32][C:31]([N:28]5[CH2:27][CH2:26][N:25]([CH3:24])[CH2:30][CH2:29]5)=[CH:36][CH:35]=4)[C:4](=[O:23])[NH:5]3)=[CH:10][CH:9]=2)[CH:14]=1. Procedure details: A small screw cap test tube was charged with 3-(3-hydroxymethylene-2-oxo-2,3-dihydro-1H-indol-6-ylsulfanyl)-N-methyl-benzamide (as prepared below; 20 mg, 0.062 mmol) and THF (1 mL). To the resulting solution was added 4-(4-methyl-piperazin-1-yl)-phenylamine (12 mg, 0.062 mmol), and the mixture was stirred for 24 h at 68° C. Subsequently, the reaction mixture was cooled to room temperature and then concentrated in vacuo. Purification of the crude residue via flash silica gel chromatography (10% M...